Dataset: the Open Reaction Database (ORD), a public repository of structured organic reaction records. Task: describe an organic reaction: reactants, conditions, products, and yield Reactants: FC1=C(C#N)C(=CC=C1OC)I (2-fluoro-6-iodo-3-methoxybenzonitrile), B(Br)(Br)Br (BBr3), O (water). Solvent: ClCCl (dichloromethane). Run at time 18 hour. The product is FC1=C(C#N)C(=CC=C1O)I (2-fluoro-3-hydroxy-6-iodobenzonitrile). The yield is 78.9%. As a reaction SMILES: [F:1][C:2]1[C:9]([O:10]C)=[CH:8][CH:7]=[C:6]([I:12])[C:3]=1[C:4]#[N:5].B(Br)(Br)Br.O>ClCCl>[F:1][C:2]1[C:9]([OH:10])=[CH:8][CH:7]=[C:6]([I:12])[C:3]=1[C:4]#[N:5]. Reported procedure: A −78° C. solution of 2-fluoro-6-iodo-3-methoxybenzonitrile (148 mg, 0.53 mmol) in dichloromethane (5 mL) was treated dropwise with BBr3 (2.5 mL, 1M in dichloromethane, 2.5 mmol), warmed to room temperature, stirred for 18 hours, poured into water, and extracted with diethyl ether. The extract was dried (MgSO4), filtered, and concentrated. The residue was purified by flash column chromatography on silica gel with 20% ethyl acetate/hexanes to provide 110 mg of the desired product. MS (ESI(−)) m/e...